The task is: describe an organic reaction: reactants, conditions, products, and yield. This data is from the Open Reaction Database (ORD), a public repository of structured organic reaction records. The reactants are FC(C1=CC=C(C=C1)C=1OC2=NC=C(C=C2N1)C1=CCN(CC1)C(=O)OC(C)(C)C)(F)F (Tert-butyl 4-{2-[4-(trifluoromethyl)phenyl]oxazolo[5,4-b]pyridin-6-yl}-5,6-dihydropyridine-1(2H)-carboxylate). Reagents/catalysts: [Pd] (Pd/C). Solvent: CO (methanol). Reaction conditions: time 12 hour. The product is FC(C1=CC=C(C=C1)C=1OC2=NC=C(C=C2N1)C1CCN(CC1)C(=O)OC(C)(C)C)(F)F (Tert-butyl 4-{2-[4-(trifluoromethyl)phenyl]oxazolo[5,4-b]pyridin-6-yl}piperidine-1-carboxylate). Isolated yield 20.6%. As a reaction SMILES: [F:1][C:2]([F:32])([F:31])[C:3]1[CH:8]=[CH:7][C:6]([C:9]2[O:10][C:11]3[C:16]([N:17]=2)=[CH:15][C:14]([C:18]2[CH2:23][CH2:22][N:21]([C:24]([O:26][C:27]([CH3:30])([CH3:29])[CH3:28])=[O:25])[CH2:20][CH:19]=2)=[CH:13][N:12]=3)=[CH:5][CH:4]=1>CO.[Pd]>[F:31][C:2]([F:1])([F:32])[C:3]1[CH:8]=[CH:7][C:6]([C:9]2[O:10][C:11]3[C:16]([N:17]=2)=[CH:15][C:14]([CH:18]2[CH2:23][CH2:22][N:21]([C:24]([O:26][C:27]([CH3:28])([CH3:29])[CH3:30])=[O:25])[CH2:20][CH2:19]2)=[CH:13][N:12]=3)=[CH:5][CH:4]=1. Procedure details: Tert-butyl 4-{2-[4-(trifluoromethyl)phenyl]oxazolo[5,4-b]pyridin-6-yl}-5,6-dihydropyridine-1(2H)-carboxylate (170 mg, 0.38 mmol) was dissolved in methanol (10 ml) and added Pd/C (5%) (283 mg). This mixture was stirred under H2 pressure (6.5 kg) for 12 h. Combined methanol fractions were evaporated on rotavapour to obtain the crude. Crude was purified on combiflash using a gradient mixture of EtOAc and Petether (1:9) as eluent to afford the titled compound (35 mg) as a white solid. M. P.: 184-188... Reaction SMILES: C([O:3][C:4](=[O:26])[C:5](=[O:25])[C:6]1[CH:11]=[CH:10][C:9]([O:12][CH2:13][C:14](=[O:24])[C:15]2[C:20]([CH3:21])=[CH:19][C:18]([CH3:22])=[CH:17][C:16]=2[CH3:23])=[CH:8][CH:7]=1)C.[OH-].[Na+].O>CO>[O:24]=[C:14]([C:15]1[C:16]([CH3:23])=[CH:17][C:18]([CH3:22])=[CH:19][C:20]=1[CH3:21])[CH2:13][O:12][C:9]1[CH:10]=[CH:11][C:6]([C:5](=[O:25])[C:4]([OH:26])=[O:3])=[CH:7][CH:8]=1 |f:1.2|. Isolated yield 73.6%. Reactants: C(C)OC(C(C1=CC=C(C=C1)OCC(C1=C(C=C(C=C1C)C)C)=O)=O)=O (4-[2-oxo-2-(2,4,6-trimethylphenyl]ethoxy]-alpha-oxobenzeneacetic acid ethyl ester), [OH-].[Na+] (sodium hydroxide), O (Water). Procedure details: A solution of 4-[2-oxo-2-(2,4,6-trimethylphenyl]ethoxy]-alpha-oxobenzeneacetic acid ethyl ester (0.357 g) in hot methanol (5 mL) was treated with 1N sodium hydroxide (2 mL). Water (20 mL) was added, then after the methanol was removed in vacuo, the solution was acidified with 1N hydrochloric acid (2.5 mL) and extracted with dichloromethane methane (1×40 mL, 1×7 mL). The combined organic layers were washed with brine, then dried (MgSO4) and evaporated. The resulting residue was crystallized from ... Solvent: CO (methanol). The product is O=C(COC1=CC=C(C=C1)C(C(=O)O)=O)C1=C(C=C(C=C1C)C)C (4-[2-oxo-2-(2,4,6-trimethyl-phenyl]ethoxy]-alpha-oxobenzeneacetic acid).